The task is: describe an organic reaction: reactants, conditions, products, and yield. This data is from the Open Reaction Database (ORD), a public repository of structured organic reaction records. The reactants are ice water, OC=1C(=NC=NC1)OC(C)C(=O)OC (5-hydroxy-4-{1-(methoxycarbonyl)ethoxy}pyrimidine), FC1=C(C=C(C(=C1)N1C(N(C(=CC1=O)C(F)(F)F)C)=O)F)[N+](=O)[O-] (2,5-difluoro-4-[3-methyl-2,6-dioxo-4-(trifluoromethyl)-1,2,3,6-tetrahydropyrimidin-1-yl]nitrobenzene), C([O-])([O-])=O.[K+].[K+] (potassium carbonate). Solvent: CN(C=O)C (N,N-dimethylformamide). Conditions: temperature 70 celsius, time 1 hour. The product is FC1=CC(=C(OC=2C(=NC=NC2)OC(C)C(=O)OC)C=C1N1C(N(C(=CC1=O)C(F)(F)F)C)=O)[N+](=O)[O-] (5-{4-fluoro-5-[3-methyl-2,6-dioxo-4-(trifluoromethyl)-1,2,3,6-tetrahydropyrimidin-1-yl]-2-nitrophenoxy}-4-{1-(methoxycarbonyl)ethoxy}pyrimidine). As a reaction SMILES: [OH:1][C:2]1[C:3]([O:8][CH:9]([C:11]([O:13][CH3:14])=[O:12])[CH3:10])=[N:4][CH:5]=[N:6][CH:7]=1.F[C:16]1[CH:21]=[C:20]([N:22]2[C:27](=[O:28])[CH:26]=[C:25]([C:29]([F:32])([F:31])[F:30])[N:24]([CH3:33])[C:23]2=[O:34])[C:19]([F:35])=[CH:18][C:17]=1[N+:36]([O-:38])=[O:37].C(=O)([O-])[O-].[K+].[K+]>CN(C)C=O>[F:35][C:19]1[C:20]([N:22]2[C:27](=[O:28])[CH:26]=[C:25]([C:29]([F:32])([F:31])[F:30])[N:24]([CH3:33])[C:23]2=[O:34])=[CH:21][C:16]([O:1][C:2]2[C:3]([O:8][CH:9]([C:11]([O:13][CH3:14])=[O:12])[CH3:10])=[N:4][CH:5]=[N:6][CH:7]=2)=[C:17]([N+:36]([O-:38])=[O:37])[CH:18]=1 |f:2.3.4|. Reported procedure: To a mixture of 5-hydroxy-4-{1-(methoxycarbonyl)ethoxy}pyrimidine, 2,5-difluoro-4-[3-methyl-2,6-dioxo-4-(trifluoromethyl)-1,2,3,6-tetrahydropyrimidin-1-yl]nitrobenzene and N,N-dimethylformamide is added potassium carbonate, and the mixture is stirred for 1 hour at 70° C. The reaction solution is cooled to room temperature, then, poured into ice water, and extracted with ethyl acetate. The organic layer is washed with saturated saline, dried over anhydrous magnesium sulfate, and concentrated. The...